Dataset: the Open Reaction Database (ORD), a public repository of structured organic reaction records. Task: describe an organic reaction: reactants, conditions, products, and yield Starting materials: ClC1=NC=C(C(=N1)C1=CNC2=CC=CC=C12)Cl (3-(2,5-dichloropyrimidin-4-yl)-1H-indole), NC1=C(C=C(C=C1)N1CCC(CC1)N(C)C)OC (1-(4-amino-3-methoxyphenyl)-N,N-dimethylpiperidin-4-amine), ClC1=NC=C(C(=N1)C1=CNC2=CC=CC=C12)Cl (3-(2,5-dichloropyrimidin-4-yl)-1H-indole), NC1=C(C=C(C=C1)N1CCC(CC1)N(C)C)OC (1-(4-amino-3-methoxyphenyl)-N,N-dimethylpiperidin-4-amine). Yields the product ClC=1C(=NC(=NC1)NC1=C(C=C(C=C1)N1CCC(CC1)N(C)C)OC)C1=CNC2=CC=CC=C12 (5-Chloro-N-(4-(4-(dimethylamino)piperidin-1-yl)-2-methoxyphenyl)-4-(1H-indol-3-yl)pyrimidin-2-amine). Reaction SMILES: Cl[C:2]1[N:7]=[C:6]([C:8]2[C:16]3[C:11](=[CH:12][CH:13]=[CH:14][CH:15]=3)[NH:10][CH:9]=2)[C:5]([Cl:17])=[CH:4][N:3]=1.[NH2:18][C:19]1[CH:24]=[CH:23][C:22]([N:25]2[CH2:30][CH2:29][CH:28]([N:31]([CH3:33])[CH3:32])[CH2:27][CH2:26]2)=[CH:21][C:20]=1[O:34][CH3:35]>>[Cl:17][C:5]1[C:6]([C:8]2[C:16]3[C:11](=[CH:12][CH:13]=[CH:14][CH:15]=3)[NH:10][CH:9]=2)=[N:7][C:2]([NH:18][C:19]2[CH:24]=[CH:23][C:22]([N:25]3[CH2:30][CH2:29][CH:28]([N:31]([CH3:32])[CH3:33])[CH2:27][CH2:26]3)=[CH:21][C:20]=2[O:34][CH3:35])=[N:3][CH:4]=1. Procedure: Starting materials: 3-(2,5-dichloropyrimidin-4-yl)-1H-indole (INTERMEDIATE 2) and 1-(4-amino-3-methoxyphenyl)-N,N-dimethylpiperidin-4-amine (INTERMEDIATE 28). Procedure details: To a solution of 3-mercapto-5-trifluoromethyl-benzoic acid methyl ester (990 mg, 4.19 mmol) in acetonitrile (25 mL) were added N,N-diisopropylethylamine (1.08 g, 1.46 mL, 8.38 mmol) and tert-butyl 4-bromobutanoate (935 mg, 4.19 mmol, CAS RN 110611-91-1). The clear yellow solution was stirred at room temperature for 2.5 hours and then poured on water and ethyl acetate and the layers were separated. The aqueous layer was extracted twice with ethyl acetate. The organic layers were washed with brine... Run at time 2.5 hour. Starting materials: COC(C1=CC(=CC(=C1)C(F)(F)F)S)=O (3-mercapto-5-trifluoromethyl-benzoic acid methyl ester), C(C)(C)N(C(C)C)CC (N,N-diisopropylethylamine), BrCCCC(=O)OC(C)(C)C (tert-butyl 4-bromobutanoate), C(C)(=O)OCC (ethyl acetate). The solvent is C(C)#N (acetonitrile). RXN SMILES: [CH3:1][O:2][C:3](=[O:15])[C:4]1[CH:9]=[C:8]([C:10]([F:13])([F:12])[F:11])[CH:7]=[C:6]([SH:14])[CH:5]=1.C(N(CC)C(C)C)(C)C.Br[CH2:26][CH2:27][CH2:28][C:29]([O:31][C:32]([CH3:35])([CH3:34])[CH3:33])=[O:30].C(OCC)(=O)C>C(#N)C>[CH3:1][O:2][C:3](=[O:15])[C:4]1[CH:9]=[C:8]([C:10]([F:12])([F:13])[F:11])[CH:7]=[C:6]([S:14][CH2:26][CH2:27][CH2:28][C:29]([O:31][C:32]([CH3:35])([CH3:34])[CH3:33])=[O:30])[CH:5]=1. The product is COC(C1=CC(=CC(=C1)C(F)(F)F)SCCCC(=O)OC(C)(C)C)=O (3-(3-tert-Butoxycarbonyl-propylsulfanyl)-5-trifluoromethyl-benzoic acid methyl ester). The reactants are ClC1=C(C=CC(=C1)Cl)C=1N=C(C(=NC1CC)N[C@H]1[C@H](CC2=CC=CC=C12)OCC)CC (5-(2,4-dichlorophenyl)-N-[(1R,2S)-2-ethoxy-2,3-dihydro-1H-inden-1-yl]-3,6-diethylpyrazin-2-amine), BrC=1N=C(C(=NC1CC)N[C@H]1[C@H](CC2=CC=CC=C12)O)C1CC1 ((1R,2S)-1-[(5-bromo-3-cyclopropyl-6-ethylpyrazin-2-yl)amino]-2,3-dihydro-1H-inden-2-ol). The product is C1(CC1)C=1C(=NC(=C(N1)C1=C(C=C(C=C1)Cl)Cl)CC)N[C@H]1[C@H](CC2=CC=CC=C12)O ((1R,2S)-1-{[3-cyclopropyl-5-(2,4-dichlorophenyl)-6-ethylpyrazin-2-yl]amino}-2,3-dihydro-1H-inden-2-ol). Reaction SMILES: [Cl:1][C:2]1[CH:7]=[C:6]([Cl:8])[CH:5]=[CH:4][C:3]=1[C:9]1[N:10]=[C:11]([CH2:30][CH3:31])[C:12]([NH:17][C@@H:18]2[C:26]3[C:21](=[CH:22][CH:23]=[CH:24][CH:25]=3)[CH2:20][C@@H:19]2[O:27]CC)=[N:13][C:14]=1[CH2:15][CH3:16].Br[C:33]1N=C(C2CC2)C(N[C@@H]2C3C(=CC=CC=3)C[C@@H]2O)=NC=1CC>>[CH:30]1([C:11]2[C:12]([NH:17][C@@H:18]3[C:26]4[C:21](=[CH:22][CH:23]=[CH:24][CH:25]=4)[CH2:20][C@@H:19]3[OH:27])=[N:13][C:14]([CH2:15][CH3:16])=[C:9]([C:3]3[CH:4]=[CH:5][C:6]([Cl:8])=[CH:7][C:2]=3[Cl:1])[N:10]=2)[CH2:33][CH2:31]1. Procedure: Following the procedure for the preparation of 5-(2,4-dichlorophenyl)-N-[(1R,2S)-2-ethoxy-2,3-dihydro-1H-inden-1-yl]-3,6-diethylpyrazin-2-amine but substituting (1R,2S)-1-[(5-bromo-3-cyclopropyl-6-ethylpyrazin-2-yl)amino]-2,3-dihydro-1H-inden-2-ol and making non-critical variations provided the title compound as a solid: 1H NMR (CDCl3) δ 0.94-1.02, 1.14-1.19, 1.26-1.30, 1.68-1.86, 2.06, 2.28-2.49, 3.08-3.32, 4.06-4.18, 4.83-4.87, 5.49, 5.62-5.66, 7.27-7.50; MS (ESI+) for C24H23Cl2N3O m/z 440(MH)... Starting materials: O=C([O-])[O-], CC(=O)O[Cu]OC(C)=O, CS(C)=O, OB(O)c1ccc(Cl)cc1, [Cs+], [Cs+], O=S1(=O)CCN2CCCC(c3ccc(O)cc3)C2=N1, O, c1ccncc1. Product: O=S1(=O)CCN2CCCC(c3ccc(Oc4ccc(Cl)cc4)cc3)C2=N1. RXN SMILES: [C:36](=[O:37])([O-:38])[O-:39].[C:47]([O:48][Cu:49][O:50][C:51](=[O:52])[CH3:53])(=[O:54])[CH3:55].[CH3:42][S:43]([CH3:44])=[O:45].[Cl:1][c:2]1[cH:3][cH:4][c:5]([B:8]([OH:9])[OH:10])[cH:6][cH:7]1.[Cs+:40].[Cs+:41].[O:11]=[S:12]1(=[O:29])[N:13]=[C:14]2[N:15]([CH2:16][CH2:17]1)[CH2:18][CH2:19][CH2:20][CH:21]2[c:22]1[cH:23][cH:24][c:25]([OH:28])[cH:26][cH:27]1.[OH2:46].[cH:30]1[cH:31][cH:32][n:33][cH:34][cH:35]1>>[Cl:1][c:2]1[cH:3][cH:4][c:5]([O:28][c:25]2[cH:24][cH:23][c:22]([CH:21]3[C:14]4=[N:13][S:12](=[O:11])(=[O:29])[CH2:17][CH2:16][N:15]4[CH2:18][CH2:19][CH2:20]3)[cH:27][cH:26]2)[cH:6][cH:7]1. Reactants: NC=1SC2=C(N1)C=CC(=C2)OC=2C=C(C=CC2C)NC(C2=CC(=CC=C2)C(C)(C)C#N)=O (N-{3-[(2-amino-1,3-benzothiazol-6-yl)oxy]-4-methylphenyl}-3-(1-cyano-1-methylethyl)benzamide), ClCC(=O)Cl (chloroacetyl chloride), CN1CCNCC1 (1-methylpiperazine). Yields the product C(#N)C(C)(C)C=1C=C(C(=O)NC2=CC(=C(C=C2)C)OC2=CC3=C(N=C(S3)NC(CN3CCN(CC3)C)=O)C=C2)C=CC1 (3-(1-cyano-1-methylethyl)-N-(4-methyl-3-[(2-{[(4-methylpiperazin-1-yl)acetyl]amino}-1,3-benzothiazol-6-yl)oxy]phenyl)benzamide). Isolated yield 83.4%. As a reaction SMILES: [NH2:1][C:2]1[S:3][C:4]2[CH:10]=[C:9]([O:11][C:12]3[CH:13]=[C:14]([NH:19][C:20](=[O:32])[C:21]4[CH:26]=[CH:25][CH:24]=[C:23]([C:27]([C:30]#[N:31])([CH3:29])[CH3:28])[CH:22]=4)[CH:15]=[CH:16][C:17]=3[CH3:18])[CH:8]=[CH:7][C:5]=2[N:6]=1.Cl[CH2:34][C:35](Cl)=[O:36].[CH3:38][N:39]1[CH2:44][CH2:43][NH:42][CH2:41][CH2:40]1>>[C:30]([C:27]([C:23]1[CH:22]=[C:21]([CH:26]=[CH:25][CH:24]=1)[C:20]([NH:19][C:14]1[CH:15]=[CH:16][C:17]([CH3:18])=[C:12]([O:11][C:9]2[CH:8]=[CH:7][C:5]3[N:6]=[C:2]([NH:1][C:35](=[O:36])[CH2:34][N:42]4[CH2:43][CH2:44][N:39]([CH3:38])[CH2:40][CH2:41]4)[S:3][C:4]=3[CH:10]=2)[CH:13]=1)=[O:32])([CH3:29])[CH3:28])#[N:31]. Procedure details: Using N-{3-[(2-amino-1,3-benzothiazol-6-yl)oxy]-4-methylphenyl}-3-(1-cyano-1-methylethyl)benzamide (0.31 g, 0.70 mmol) produced in Example A32(iv), chloroacetyl chloride 0.45 g, 4.0 mmol), and 1-methylpiperazine (0.40 g, 4.0 mmol), and in the same manner as in Example A31, the title compound (0.34 g, 49%) was obtained as a white powder. Starting materials: NN1C(=CC=C1)C(=O)C=1NC=CC1 ((1-amino-1H-pyrrol-2-yl)-1H-pyrrol-2-ylmethanone), C(=O)(OCC1=CC=CC=C1)NNCC(=O)O (N-carbobenzyloxyaminoglycine), C1CCC(CC1)N=C=NC2CCCCC2 (DCC), CN(C=O)C (dimethylformamide). The solvent is C(Cl)Cl (DCM). Conditions: time 8 hour. Yields the product C1(=CC=CC=C1)COC(NCC(NN1C(=CC=C1)C(=O)C=1NC=CC1)=O)=O (Phenylmethyl-[2-oxo-2-[[2-(1H-pyrrol-2-ylcarbonyl)-1H-pyrrol-1-yl]amino]ethyl]carbamate). As a reaction SMILES: [NH2:1][N:2]1[CH:6]=[CH:5][CH:4]=[C:3]1[C:7]([C:9]1[NH:10][CH:11]=[CH:12][CH:13]=1)=[O:8].[C:14]([NH:24]NCC(O)=O)([O:16][CH2:17][C:18]1[CH:23]=[CH:22][CH:21]=[CH:20][CH:19]=1)=[O:15].C1CCC(N=C=N[CH:39]2[CH2:44]CCCC2)CC1.CN(C)C=[O:48]>C(Cl)Cl>[C:18]1([CH2:17][O:16][C:14](=[O:15])[NH:24][CH2:39][C:44](=[O:48])[NH:1][N:2]2[CH:6]=[CH:5][CH:4]=[C:3]2[C:7]([C:9]2[NH:10][CH:11]=[CH:12][CH:13]=2)=[O:8])[CH:19]=[CH:20][CH:21]=[CH:22][CH:23]=1. Reported procedure: To a solution of (1-amino-1H-pyrrol-2-yl)-1H-pyrrol-2-ylmethanone (4.41 g) and N-carbobenzyloxyaminoglycine (5.27 g) in 10 ml of anhydrous dimethylformamide and 100 ml of anhydrous DCM was added DCC (6.23 g). The reaction mixture was stirred overnight at room temperature, filtered and the filtrate evaporated in vacuo. The residual oil was purified by preparative HPLC (n-heptane/ethyl acetate 2:3) and subsequent recrystallization from ethyl acetate/n-heptane afforded the product as a powder (6.74...